This data is from the Open Reaction Database (ORD), a public repository of structured organic reaction records. The task is: describe an organic reaction: reactants, conditions, products, and yield Reactants: CCOC(=O)Nc1ccc(-c2cnc(COCc3cc4ccccc4o3)o2)cc1, CN(C)CCN, CCOC(C)=O. Yields the product CN(C)CCNC(=O)Nc1ccc(-c2cnc(COCc3cc4ccccc4o3)o2)cc1. RXN SMILES: [CH2:1]([O:3][C:4](=[O:2])[NH:5][c:6]1[cH:7][cH:8][c:9](-[c:12]2[cH:13][n:14][c:15]([CH2:17][O:18][CH2:19][c:20]3[o:21][c:22]4[c:23]([cH:24]3)[cH:25][cH:26][cH:27][cH:28]4)[o:16]2)[cH:10][cH:11]1)[CH3:29].[CH3:30][N:31]([CH2:32][CH2:33][NH2:34])[CH3:35].[CH3:36][CH2:37][O:38][C:39]([CH3:40])=[O:41]>>[O:3]=[C:4]([NH:5][c:6]1[cH:7][cH:8][c:9](-[c:12]2[cH:13][n:14][c:15]([CH2:17][O:18][CH2:19][c:20]3[o:21][c:22]4[c:23]([cH:24]3)[cH:25][cH:26][cH:27][cH:28]4)[o:16]2)[cH:10][cH:11]1)[NH:34][CH2:33][CH2:32][N:31]([CH3:30])[CH3:35].